From a dataset of the Open Reaction Database (ORD), a public repository of structured organic reaction records. describe an organic reaction: reactants, conditions, products, and yield Starting materials: CC(C)([O-])C.[K+] (potassium tert-butoxide), C(CC(=O)OCC1=CC=CC=C1)(=O)OCC1=CC=CC=C1 (dibenzyl malonate), ClC1=NC=C(C=C1)[N+](=O)[O-] (2-chloro-5-nitropyridine), ice water. Solvent: CS(=O)C (dimethylsulfoxide). Reaction conditions: temperature 95 celsius, time 10 minute. Product: ethyl acetate hexanes, C(C1=CC=CC=C1)OC(C(C(=O)OCC1=CC=CC=C1)C1=NC=C(C=C1)[N+](=O)[O-])=O (2-(5-nitro-pyridin-2-yl)-malonic acid dibenzyl ester). Isolated yield 45.0%. As a reaction SMILES: CC(C)([O-])C.[K+].[C:7]([O:20][CH2:21][C:22]1[CH:27]=[CH:26][CH:25]=[CH:24][CH:23]=1)(=[O:19])[CH2:8][C:9]([O:11][CH2:12][C:13]1[CH:18]=[CH:17][CH:16]=[CH:15][CH:14]=1)=[O:10].Cl[C:29]1[CH:34]=[CH:33][C:32]([N+:35]([O-:37])=[O:36])=[CH:31][N:30]=1>CS(C)=O>[CH2:12]([O:11][C:9](=[O:10])[CH:8]([C:29]1[CH:34]=[CH:33][C:32]([N+:35]([O-:37])=[O:36])=[CH:31][N:30]=1)[C:7]([O:20][CH2:21][C:22]1[CH:23]=[CH:24][CH:25]=[CH:26][CH:27]=1)=[O:19])[C:13]1[CH:18]=[CH:17][CH:16]=[CH:15][CH:14]=1 |f:0.1|. Procedure details: A solution of potassium tert-butoxide in dimethylsulfoxide was treated with dibenzyl malonate. This mixture was stirred at 95° C. for 10 min. At this time, the reaction was treated with a solution of 2-chloro-5-nitropyridine. The resulting mixture was stirred at 95° C. for 1.5 h. At this time, the reaction mixture was poured into ice/water and extracted with ethyl acetate. The organics were washed with a saturated aqueous sodium chloride solution, dried over sodium sulfate, filtered, and concent... Starting materials: N1(CCOCC1)C=1C=C2C(=NC1)NC=C2 (5-Morpholin-4-yl-1H-pyrrolo[2,3-b]pyridine), [OH-].[K+] (KOH), [O-]S(=O)(=S)[O-].[Na+].[Na+] (Na2S2O3), II (iodine). Solvent: CN(C)C=O (DMF), O (water). Run at time 1 hour. Yields the product IC1=CNC2=NC=C(C=C21)N2CCOCC2 (3-Iodo-5-morpholin-4-yl-1H-pyrrolo[2,3-b]pyridine). Isolated yield 65.9%. Reaction SMILES: [N:1]1([C:7]2[CH:8]=[C:9]3[CH:15]=[CH:14][NH:13][C:10]3=[N:11][CH:12]=2)[CH2:6][CH2:5][O:4][CH2:3][CH2:2]1.[OH-].[K+].[I:18]I.[O-]S([O-])(=S)=O.[Na+].[Na+]>CN(C=O)C.O>[I:18][C:15]1[C:9]2[C:10](=[N:11][CH:12]=[C:7]([N:1]3[CH2:2][CH2:3][O:4][CH2:5][CH2:6]3)[CH:8]=2)[NH:13][CH:14]=1 |f:1.2,4.5.6|. Reported procedure: To a stirred solution of 53 (0.096 g, 0.47 mmol) in DMF (2 mL) was added solid KOH (85%, 0.112 g, 1.69 mmol). After 20 min iodine (0.132 g, 0.52 mmol) was added in one portion. After stirring for 1 hour the mixture was cooled with ice-water bath, and water (10 mL) followed by saturated aqueous Na2S2O3 solution (2 mL) were added. The precipitate was filtered off, washed with water and dried to afford 54 (0.102 g, 66%) as a brown solid. 1H NMR (400 MHz, CDCl3) δ 3.11-3.15 (m, 4H), 3.85-3.89 (m, 4H... Reactants: S(N)(=O)(=O)Cl (sulfamoyl chloride), COC1=CC=C(OCCO)C=C1 (2-(4-methoxyphenoxy)ethanol). The product is S(N)(=O)(=O)OCCOC1=CC=C(C=C1)OC (2-(4-Methoxyphenoxy)ethanol sulfamate). Isolated yield 54.0%. RXN SMILES: [S:1](Cl)(=[O:4])(=[O:3])[NH2:2].[CH3:6][O:7][C:8]1[CH:17]=[CH:16][C:11]([O:12][CH2:13][CH2:14][OH:15])=[CH:10][CH:9]=1>>[S:1]([O:15][CH2:14][CH2:13][O:12][C:11]1[CH:16]=[CH:17][C:8]([O:7][CH3:6])=[CH:9][CH:10]=1)(=[O:4])(=[O:3])[NH2:2]. Procedure details: The title compound was prepared by procedures of Example 33 from sulfamoyl chloride and 2-(4-methoxyphenoxy)ethanol in 54% yield as an off-white solid, mp 84°-87° C. Yields the product NC=1C2=CC(=CC=C2N=C2CCCC(C12)=O)Cl (9-Amino-7-chloro-3,4-dihydroacridin-1(2H)-one). Procedure: In 5 liters of toluene were combined 200ml of dimethyl-formamide, 180.71 g of 5-chloro-2-(3-oxocyclohexen-1-yl)amino-benzonitrile hydrochloroide prepared in the same manner as the compounds of EXAMPLES 1 and 2, 176 g (2 eq) of milled K2CO3 and 3 g of cuprous chloride (CuCl). After 6 hours of reflux 3 g more of CuCl was added. After 12 hours of reflux 3 g more of CuCl was added. After overnight reflux the reaction mixture was evaporated and the residue extracted with dichloromethane via a Soxhlet... The reactants are CN(C=O)C (dimethyl-formamide), CuCl, ClC=1C=CC(=C(C#N)C1)NC1=CC(CCC1)=O (5-chloro-2-(3-oxocyclohexen-1-yl)amino-benzonitrile), O=C1C=C(CCC1)NC1=C(C#N)C=CC=C1 (2-(3-oxocyclohexen-1-yl)aminobenzonitrile), C(=O)([O-])[O-].[K+].[K+] (K2CO3), cuprous chloride, CuCl. Solvent: C1(=CC=CC=C1)C (toluene). RXN SMILES: CN(C)C=O.[Cl:6][C:7]1[CH:8]=[CH:9][C:10]([NH:15][C:16]2[CH2:21][CH2:20][CH2:19][C:18](=[O:22])[CH:17]=2)=[C:11]([CH:14]=1)[C:12]#[N:13].O=C1CCCC(NC2C=CC=CC=2C#N)=C1.C([O-])([O-])=O.[K+].[K+]>C1(C)C=CC=CC=1>[NH2:13][C:12]1[C:11]2[C:10]([N:15]=[C:16]3[C:17]=1[C:18](=[O:22])[CH2:19][CH2:20][CH2:21]3)=[CH:9][CH:8]=[C:7]([Cl:6])[CH:14]=2 |f:3.4.5|. The yield is 3.8%.